From a dataset of the Open Reaction Database (ORD), a public repository of structured organic reaction records. describe an organic reaction: reactants, conditions, products, and yield The reactants are COC=1C(=C(C(=O)O)C=C(C1)OC)C(CC1=CC=CC=C1)=O (3,5-dimethoxy-2-(phenylacetyl)benzoic acid), O.NN (hydrazine hydrate). The product is C(C1=CC=CC=C1)C1=NNC(C2=CC(=CC(=C12)OC)OC)=O (4-Benzyl-5,7-dimethoxy-2H-phthalazin-1-one). Reaction SMILES: [CH3:1][O:2][C:3]1[C:4]([C:14](=O)[CH2:15][C:16]2[CH:21]=[CH:20][CH:19]=[CH:18][CH:17]=2)=[C:5]([CH:9]=[C:10]([O:12][CH3:13])[CH:11]=1)[C:6](O)=[O:7].O.[NH2:24][NH2:25]>>[CH2:15]([C:14]1[C:4]2[C:5](=[CH:9][C:10]([O:12][CH3:13])=[CH:11][C:3]=2[O:2][CH3:1])[C:6](=[O:7])[NH:25][N:24]=1)[C:16]1[CH:21]=[CH:20][CH:19]=[CH:18][CH:17]=1 |f:1.2|. Procedure details: This compound is obtained according to the procedure described in 1.2. by reacting unpurified 3,5-dimethoxy-2-(phenylacetyl)benzoic acid with hydrazine hydrate. Starting materials: O=C(Cl)Cl, Cc1ccccc1, O=C(Cl)Cl, COC(=O)N(Cc1cc(C(F)(F)F)cc(C(F)(F)F)c1)C1CC(C2CC2)Nc2c(Br)cc(C(F)(F)F)cc21, Cc1ccccc1. Yields the product COC(=O)N(Cc1cc(C(F)(F)F)cc(C(F)(F)F)c1)C1CC(C2CC2)N(C(=O)Cl)c2c(Br)cc(C(F)(F)F)cc21. RXN SMILES: [C:50]([Cl:51])([Cl:52])=[O:53].[CH3:54][c:55]1[cH:56][cH:57][cH:58][cH:59][cH:60]1.[Cl:39][C:40]([Cl:41])=[O:42].[F:1][C:2]([c:3]1[cH:4][c:5]([CH2:6][N:7]([CH:8]2[CH2:9][CH:10]([CH:23]3[CH2:24][CH2:25]3)[NH:11][c:12]3[c:13]([Br:22])[cH:14][c:15]([C:18]([F:19])([F:20])[F:21])[cH:16][c:17]32)[C:26](=[O:27])[O:28][CH3:29])[cH:30][c:31]([C:33]([F:34])([F:35])[F:36])[cH:32]1)([F:37])[F:38].[c:43]1([CH3:44])[cH:45][cH:46][cH:47][cH:48][cH:49]1>>[F:1][C:2]([c:3]1[cH:4][c:5]([CH2:6][N:7]([CH:8]2[CH2:9][CH:10]([CH:23]3[CH2:24][CH2:25]3)[N:11]([C:40]([Cl:39])=[O:42])[c:12]3[c:13]([Br:22])[cH:14][c:15]([C:18]([F:19])([F:20])[F:21])[cH:16][c:17]32)[C:26](=[O:27])[O:28][CH3:29])[cH:30][c:31]([C:33]([F:34])([F:35])[F:36])[cH:32]1)([F:37])[F:38]. Reactants: Cc1ccccc1, COc1cc(CCO)cc(Cl)c1Cl, O, BrP(Br)Br, c1ccncc1. The product is COc1cc(CCBr)cc(Cl)c1Cl. RXN SMILES: [CH3:25][c:26]1[cH:27][cH:28][cH:29][cH:30][cH:31]1.[Cl:11][c:12]1[cH:13][c:14]([CH2:21][CH2:22][OH:23])[cH:15][c:16]([O:19][CH3:20])[c:17]1[Cl:18].[OH2:24].[P:1]([Br:2])([Br:3])[Br:4].[cH:5]1[cH:6][cH:7][n:8][cH:9][cH:10]1>>[Br:2][CH2:22][CH2:21][c:14]1[cH:13][c:12]([Cl:11])[c:17]([Cl:18])[c:16]([O:19][CH3:20])[cH:15]1. Reactants: ClC1=C(C(=CC(=C1)[N+](=O)[O-])Cl)O (2,6-dichloro-4-nitrophenol), BrCCCBr (1,3-dibromopropane), C([O-])([O-])=O.[K+].[K+] (potassium carbonate), CC(C)([O-])C.[K+] (potassium t-butoxide). Solvent: C(C)C(=O)C (methyl ethyl ketone). Product: BrCCCOC1=C(C=C(C=C1Cl)[N+](=O)[O-])Cl (1-bromo-3-(2,6-dichloro-4-nitrophenyloxy)propane). The yield is 94.8%. Reaction SMILES: [Cl:1][C:2]1[CH:7]=[C:6]([N+:8]([O-:10])=[O:9])[CH:5]=[C:4]([Cl:11])[C:3]=1[OH:12].[Br:13][CH2:14][CH2:15][CH2:16]Br.C(=O)([O-])[O-].[K+].[K+].CC(C)([O-])C.[K+]>C(C(C)=O)C>[Br:13][CH2:14][CH2:15][CH2:16][O:12][C:3]1[C:2]([Cl:1])=[CH:7][C:6]([N+:8]([O-:10])=[O:9])=[CH:5][C:4]=1[Cl:11] |f:2.3.4,5.6|. Procedure: A mixture of 4.16 g of 2,6-dichloro-4-nitrophenol, 40.4 g of 1,3-dibromopropane, 2.76 g of potassium carbonate and 2.46 g of potassium t-butoxide was heated under reflux for 4 hours in 50 ml of methyl ethyl ketone. The reaction mixture was allowed to cool down and insoluble matters were filtered off. The filtrate was concentrated under reduced pressure. The residue was dissolved in chloroform. The thus-prepared chloroform solution was washed with water, and the chloroform was then distilled off.... Starting materials: C1(CC1)CN(C(C(CC=C)N1C(C2=CC=CC=C2C1=O)=O)=O)C(C=C)C1=CC=CC=C1 (N-(cyclopropylmethyl)-2-(1,3-dioxo-1,3-dihydro-2H-isoindol-2-yl)-N-(1-phenylprop-2-en-1-yl)pent-4-enamide), CS(=O)C (DMSO). Reagents/catalysts: Cl[Ru](Cl)([P](C1CCCCC1)(C2CCCCC2)C3CCCCC3)([P](C4CCCCC4)(C5CCCCC5)C6CCCCC6)=CC7=CC=CC=C7 (Grubbs catalyst). Run in C1(=CC=CC=C1)C (Toluene). Run at temperature 80 celsius, time 1 hour. Product: C1(CC1)CN1C(C(CC=CC1C1=CC=CC=C1)N1C(C2=CC=CC=C2C1=O)=O)=O (2-[1-(cyclopropylmethyl)-2-oxo-7-phenyl-2,3,4,7-tetrahydro-1H-azepin-3-yl]-1H-isoindole-1,3(2H)-dione). Yield: 65.4%. RXN SMILES: [CH:1]1([CH2:4][N:5]([CH:23]([C:26]2[CH:31]=[CH:30][CH:29]=[CH:28][CH:27]=2)[CH:24]=[CH2:25])[C:6](=[O:22])[CH:7]([N:11]2[C:19](=[O:20])[C:18]3[C:13](=[CH:14][CH:15]=[CH:16][CH:17]=3)[C:12]2=[O:21])[CH2:8]C=C)[CH2:3][CH2:2]1.CS(C)=O>C1(C)C=CC=CC=1.Cl[Ru](=CC1C=CC=CC=1)([P](C1CCCCC1)(C1CCCCC1)C1CCCCC1)([P](C1CCCCC1)(C1CCCCC1)C1CCCCC1)Cl>[CH:1]1([CH2:4][N:5]2[CH:23]([C:26]3[CH:27]=[CH:28][CH:29]=[CH:30][CH:31]=3)[CH:24]=[CH:25][CH2:8][CH:7]([N:11]3[C:19](=[O:20])[C:18]4[C:13](=[CH:14][CH:15]=[CH:16][CH:17]=4)[C:12]3=[O:21])[C:6]2=[O:22])[CH2:3][CH2:2]1 |^1:51,70|. Reported procedure: To a solution of (N-(cyclopropylmethyl)-2-(1,3-dioxo-1,3-dihydro-2H-isoindol-2-yl)-N-(1-phenylprop-2-en-1-yl)pent-4-enamide (4c) (210 mg) dissolved in Toluene (25 mL) at 80° C. under N2 was added Grubbs catalyst (2nd generation) (21 mg) and the reaction mixture was stirred at 80° C. for 1 h, then cooled to RT. DMSO (0.1 mL) was added to the reaction mixture which was stirred for 2 h, then concentrated. The crude product was directly purified via flash chromatography (gradient—5%, 10% and 15% EtO... Starting materials: ClCCOC1=CC=C(C=C1)C1NC2=C(C=CC=C2C(N1C1=CC=C(C=C1)OC)=O)OC (2-[4-(2-chloro-ethoxy)-phenyl]-8-methoxy-3-(4-methoxy-phenyl)-2,3-dihydro-1H-quinazolin-4-one), ClC=1C(C(=C(C(C1Cl)=O)C#N)C#N)=O (2,3-dichloro-5,6-dicyano-1,4-benzoquinone). The solvent is C1(=CC=CC=C1)C (toluene). The product is ClCCOC1=CC=C(C=C1)C1=NC2=C(C=CC=C2C(N1C1=CC=C(C=C1)OC)=O)OC (2-[4-(2-Chloro-ethoxy)-phenyl]-8-methoxy-3-(4-methoxy-phenyl)-3H-quinazolin-4-one). RXN SMILES: [Cl:1][CH2:2][CH2:3][O:4][C:5]1[CH:10]=[CH:9][C:8]([CH:11]2[N:20]([C:21]3[CH:26]=[CH:25][C:24]([O:27][CH3:28])=[CH:23][CH:22]=3)[C:19](=[O:29])[C:18]3[C:13](=[C:14]([O:30][CH3:31])[CH:15]=[CH:16][CH:17]=3)[NH:12]2)=[CH:7][CH:6]=1.ClC1C(=O)C(C#N)=C(C#N)C(=O)C=1Cl>C1(C)C=CC=CC=1>[Cl:1][CH2:2][CH2:3][O:4][C:5]1[CH:6]=[CH:7][C:8]([C:11]2[N:20]([C:21]3[CH:26]=[CH:25][C:24]([O:27][CH3:28])=[CH:23][CH:22]=3)[C:19](=[O:29])[C:18]3[C:13](=[C:14]([O:30][CH3:31])[CH:15]=[CH:16][CH:17]=3)[N:12]=2)=[CH:9][CH:10]=1. Reported procedure: To a solution of 18.0 g (0.0410 mol) of 2-[4-(2-chloro-ethoxy)-phenyl]-8-methoxy-3-(4-methoxy-phenyl)-2,3-dihydro-1H-quinazolin-4-one in 500 mL of toluene was added 9.31 g (0.0410 mol) of 2,3-dichloro-5,6-dicyano-1,4-benzoquinone. The reaction mixture was stirred and heated under reflux for 3 hours. After cooling to room temperature, the solvent was removed in a rotary evaporator. Ethanol (300 mL) was added to the crude product and stirred at room temperature overnight. The precipitate was colle... Starting materials: [N+](=O)([O-])C1=C(C(=O)O)C(=CC=C1)[N+](=O)[O-] (2,6-Dinitrobenzoic acid), CN1NN(CC=C1)C1=CC=C(C=C1)C (1-Methyl-3-p-tolyltriazine). The solvent is CCOCC (ether), CCOCC (ether). Reaction conditions: time 1 hour. The product is [N+](=O)([O-])C1=C(C(=O)OC)C(=CC=C1)[N+](=O)[O-] (Methyl 2,6-dinitrobenzoate). Yield: 37.3%. As a reaction SMILES: [N+:1]([C:4]1[CH:12]=[CH:11][CH:10]=[C:9]([N+:13]([O-:15])=[O:14])[C:5]=1[C:6]([OH:8])=[O:7])([O-:3])=[O:2].[CH3:16]N1C=CCN(C2C=CC(C)=CC=2)N1>CCOCC>[N+:1]([C:4]1[CH:12]=[CH:11][CH:10]=[C:9]([N+:13]([O-:15])=[O:14])[C:5]=1[C:6]([O:8][CH3:16])=[O:7])([O-:3])=[O:2]. Procedure: 2,6-Dinitrobenzoic acid (10.6 grams) is suspended in ether (125 ml.) at 0°C. 1-Methyl-3-p-tolyltriazine (8.2 grams) in ether (75 ml.) is added dropwise to the stirred reaction mixture in an ice bath. The reaction mixture is stirred at 0° for 1 hour and at room temperature for 1 hour. The reaction mixture is diluted to 1 l. with ether and the insoluble product collected by filtration. Recrystallization from methanol gives colorless crystals (3.65 grams, melting point 150°-151.5°). An additional 4... Reactants: O=C([O-])[O-], CCOC(C)=O, COCCOC, COc1ccc(B(O)O)cc1, CN1C(=O)CN=C(Cl)c2cc(Cl)ccc21, [Na+], [Na+], c1ccc(P(c2ccccc2)(c2ccccc2)[Pd](P(c2ccccc2)(c2ccccc2)c2ccccc2)(P(c2ccccc2)(c2ccccc2)c2ccccc2)P(c2ccccc2)(c2ccccc2)c2ccccc2)cc1. Product: COc1ccc(C2=NCC(=O)N(C)c3ccc(Cl)cc32)cc1. Reaction SMILES: [C:22](=[O:23])([O-:24])[O-:25].[CH3:116][CH2:117][O:118][C:119]([CH3:120])=[O:121].[CH3:16][O:17][CH2:18][CH2:19][O:20][CH3:21].[CH3:28][O:29][c:30]1[cH:31][cH:32][c:33]([B:36]([OH:37])[OH:38])[cH:34][cH:35]1.[Cl:1][C:2]1=[N:8][CH2:7][C:6](=[O:9])[N:5]([CH3:10])[c:4]2[c:3]1[cH:14][c:13]([Cl:15])[cH:12][cH:11]2.[Na+:26].[Na+:27].[cH:39]1[cH:40][cH:41][c:42]([P:43]([Pd:44]([P:45]([c:46]2[cH:47][cH:48][cH:49][cH:50][cH:51]2)([c:52]2[cH:53][cH:54][cH:55][cH:56][cH:57]2)[c:58]2[cH:59][cH:60][cH:61][cH:62][cH:63]2)([P:64]([c:65]2[cH:66][cH:67][cH:68][cH:69][cH:70]2)([c:71]2[cH:72][cH:73][cH:74][cH:75][cH:76]2)[c:77]2[cH:78][cH:79][cH:80][cH:81][cH:82]2)[P:83]([c:84]2[cH:85][cH:86][cH:87][cH:88][cH:89]2)([c:90]2[cH:91][cH:92][cH:93][cH:94][cH:95]2)[c:96]2[cH:97][cH:98][cH:99][cH:100][cH:101]2)([c:102]2[cH:103][cH:104][cH:105][cH:106][cH:107]2)[c:108]2[cH:109][cH:110][cH:111][cH:112][cH:113]2)[cH:114][cH:115]1>>[C:2]1([c:33]2[cH:32][cH:31][c:30]([O:29][CH3:28])[cH:35][cH:34]2)=[N:8][CH2:7][C:6](=[O:9])[N:5]([CH3:10])[c:4]2[c:3]1[cH:14][c:13]([Cl:15])[cH:12][cH:11]2. The reactants are BrC=1SC(=C(N1)C(F)(F)F)C=1C(=NN2C1N=C(C=C2C(CC)CC)C)C (3-(2-bromo-4-trifluoromethyl-thiazol-5-yl)-7-(1-ethyl-propyl)-2,5-dimethyl-pyrazolo[1,5-a]pyrimidine), CNC (dimethyl amine). Solvent: CO (methanol). Product: C(C)C(CC)C1=NC(=CC=2N1N=C(C2C2=C(N=C(S2)N(C)C)C(F)(F)F)C)C ({5-[7-(1-Ethyl-propyl)-2,5-dimethyl-pyrazolo[1,5-c]pyrimidin-3-yl]-4-trifluoromethyl-thiazol-2-yl}-dimethyl-amine). Isolated yield 194.4%. As a reaction SMILES: Br[C:2]1[S:3][C:4]([C:11]2[C:12]([CH3:26])=[N:13][N:14]3[C:19](C(CC)CC)=[CH:18][C:17]([CH3:25])=[N:16][C:15]=23)=[C:5]([C:7]([F:10])([F:9])[F:8])[N:6]=1.[CH3:27][NH:28][CH3:29]>CO>[CH2:5]([CH:4]([C:15]1[N:14]2[N:13]=[C:12]([CH3:26])[C:11]([C:4]3[S:3][C:2]([N:28]([CH3:29])[CH3:27])=[N:6][C:5]=3[C:7]([F:8])([F:10])[F:9])=[C:19]2[CH:18]=[C:17]([CH3:25])[N:16]=1)[CH2:11][CH3:15])[CH3:7]. Procedure details: Heat a sealed tube containing 3-(2-bromo-4-trifluoromethyl-thiazol-5-yl)-7-(1-ethyl-propyl)-2,5-dimethyl-pyrazolo[1,5-a]pyrimidine (313 mg, 0.7 mmol), and dimethyl amine (2 M in THF, 4 mL, 8 mmol) in methanol (4 mL) to 80° C. for 2 h. Cool the reaction and concentrate under vacuum. Purify the resulting residue by silica gel chromatography, eluting with 0-30% ethyl acetate in CH2Cl2, to give the title compound (0.28 g, 97%). HR-ToF-MS m/z calcd for C19H24F3N5S+H+ 412.1770, found: 412.1783. Reactants: C(C1=CC=CC=C1)NC1=C(C=C2N=C(C=3N(C2=C1)C=CN3)Cl)C(F)(F)F (N-benzyl-4-chloro-7-(trifluoromethyl)imidazo[1,2-a]quinoxalin-8-amine), C(CN)CO (3-propanolamine), C(C)(C)N(CC)C(C)C (diisopropylethylamine). Solvent: O1CCOCC1 (1,4-dioxane). The product is C(C1=CC=CC=C1)NC1=C(C=C2N=C(C=3N(C2=C1)C=CN3)NCCCO)C(F)(F)F (3-{[8-(benzylamino)-7-(trifluoromethyl)imidazo[1,2-a]quinoxalin-4-yl]amino}propan-1-ol). Isolated yield 84.8%. RXN SMILES: [CH2:1]([NH:8][C:9]1[CH:18]=[C:17]2[C:12]([N:13]=[C:14](Cl)[C:15]3[N:16]2[CH:19]=[CH:20][N:21]=3)=[CH:11][C:10]=1[C:23]([F:26])([F:25])[F:24])[C:2]1[CH:7]=[CH:6][CH:5]=[CH:4][CH:3]=1.[CH2:27]([CH2:30][OH:31])[CH2:28][NH2:29].C(N(C(C)C)CC)(C)C>O1CCOCC1>[CH2:1]([NH:8][C:9]1[CH:18]=[C:17]2[C:12]([N:13]=[C:14]([NH:29][CH2:28][CH2:27][CH2:30][OH:31])[C:15]3[N:16]2[CH:19]=[CH:20][N:21]=3)=[CH:11][C:10]=1[C:23]([F:26])([F:25])[F:24])[C:2]1[CH:7]=[CH:6][CH:5]=[CH:4][CH:3]=1. Procedure details: A solution of N-benzyl-4-chloro-7-(trifluoromethyl)imidazo[1,2-a]quinoxalin-8-amine (30 mg; 0.079 mmol; 1 eq), 3-propanolamine (20 μl; 0.264 mmol; 3.3 eq) and diisopropylethylamine (15 μl; 0.088 mmol; 1.1 eq) in anhydrous 1,4-dioxane (0.5 ml) is stirred under argon at 100° C. for 16 h. Partition (ethyl acetate/aqueous ammonium chloride), washings of the organic phase (twice with aqueous ammonium chloride, once with brine), drying (magnesium sulfate) and concentration affords the title product (2...